From a dataset of the Open Reaction Database (ORD), a public repository of structured organic reaction records. describe an organic reaction: reactants, conditions, products, and yield The yield is 48.7%. Procedure: Part B: A stirred mixture of N-[(piperidin-1-yl)sulfonyl]-1-(4-chlorophenyl)-5-phenyl-4,5-dihydro-(1H)-pyrazole-3-carboxamide (2.23 gram, 5 mmol), PCl5 (1.15 g, 5.5 mmol) and chlorobenzene (50 ml) is heated for 90 minutes at 140° C. After cooling the mixture to room temperature, followed by concentration in vacuo, the residue is dissolved in dichloromethane and methylamine.HCl (0.34 g, 5 mmol) and DIPEA (1.74 ml, 10 mmol) are successively added. The resulting mixture is stirred for 1 hour at roo... The reactants are N1(CCCCC1)S(=O)(=O)NC(=O)C1=NN(C(C1)C1=CC=CC=C1)C1=CC=C(C=C1)Cl (N-[(piperidin-1-yl)sulfonyl]-1-(4-chlorophenyl)-5-phenyl-4,5-dihydro-(1H)-pyrazole-3-carboxamide), P(Cl)(Cl)(Cl)(Cl)Cl (PCl5), Cl (HCl), CCN(C(C)C)C(C)C (DIPEA). Reaction conditions: temperature 140 celsius. Product: N1(CCCCC1)S(=O)(=O)NC(=NC)C1=NN(C(C1)C1=CC=CC=C1)C1=CC=C(C=C1)Cl (N-[(piperidin-1-yl)sulfonyl]-N′-methyl-1-(4-chlorophenyl)-5-phenyl-4,5-dihydro-(1H)-pyrazole-3-carboxamidine). Solvent: ClC1=CC=CC=C1 (chlorobenzene). As a reaction SMILES: [N:1]1([S:7]([NH:10][C:11]([C:13]2[CH2:17][CH:16]([C:18]3[CH:23]=[CH:22][CH:21]=[CH:20][CH:19]=3)[N:15]([C:24]3[CH:29]=[CH:28][C:27]([Cl:30])=[CH:26][CH:25]=3)[N:14]=2)=O)(=[O:9])=[O:8])[CH2:6][CH2:5][CH2:4][CH2:3][CH2:2]1.P(Cl)(Cl)(Cl)(Cl)Cl.Cl.C[CH2:39][N:40](C(C)C)C(C)C>ClC1C=CC=CC=1>[N:1]1([S:7]([NH:10][C:11]([C:13]2[CH2:17][CH:16]([C:18]3[CH:23]=[CH:22][CH:21]=[CH:20][CH:19]=3)[N:15]([C:24]3[CH:29]=[CH:28][C:27]([Cl:30])=[CH:26][CH:25]=3)[N:14]=2)=[N:40][CH3:39])(=[O:9])=[O:8])[CH2:6][CH2:5][CH2:4][CH2:3][CH2:2]1. Reactants: Cl (hydrochloric acid), ClC(=O)OCC (Ethyl chloroformate), N1=CC=CC=C1 (pyridine), [N+](=O)([O-])C=1C=C2C(=NNC2=CC1)O (5-nitro-1H-indazol-3-ol). Solvent: O (Water). Reaction conditions: time 1.5 hour. Product: OC1=NN(C2=CC=C(C=C12)[N+](=O)[O-])C(=O)OCC (ethyl 3-hydroxy-5-nitro-1H-indazol-1-carboxylate). Reaction SMILES: Cl[C:2]([O:4][CH2:5][CH3:6])=[O:3].N1C=CC=CC=1.[N+:13]([C:16]1[CH:17]=[C:18]2[C:22](=[CH:23][CH:24]=1)[NH:21][N:20]=[C:19]2[OH:25])([O-:15])=[O:14].Cl>O>[OH:25][C:19]1[C:18]2[C:22](=[CH:23][CH:24]=[C:16]([N+:13]([O-:15])=[O:14])[CH:17]=2)[N:21]([C:2]([O:4][CH2:5][CH3:6])=[O:3])[N:20]=1. Procedure details: Ethyl chloroformate (5 ml) was added to a pyridine (30 ml) solution containing 5-nitro-1H-indazol-3-ol (5.42 g) obtained in the 1st step, followed by stirring at room temperature for 1.5 hours. Water and concentrated hydrochloric acid (32 ml) were added dropwise to the reaction solution and a solid precipitate was collected by filtration. The obtained residue was washed with water. A brown solid of ethyl 3-hydroxy-5-nitro-1H-indazol-1-carboxylate (7.5 g) was thus obtained. The reactants are CCOC(C)=O, Cl, CC(C)(C)OC(=O)Nc1ccc2c(c1)CC1(C2)C(=O)Nc2ccccc21. Yields the product Cl, Nc1ccc2c(c1)CC1(C2)C(=O)Nc2ccccc21. As a reaction SMILES: [CH3:28][CH2:29][O:30][C:31]([CH3:32])=[O:33].[ClH:1].[O:2]=[C:3]1[NH:4][c:5]2[cH:6][cH:7][cH:8][cH:9][c:10]2[C:11]12[CH2:12][c:13]1[cH:14][cH:15][c:16]([NH:20][C:21](=[O:22])[O:23][C:24]([CH3:25])([CH3:26])[CH3:27])[cH:17][c:18]1[CH2:19]2>>[ClH:1].[O:2]=[C:3]1[NH:4][c:5]2[cH:6][cH:7][cH:8][cH:9][c:10]2[C:11]12[CH2:12][c:13]1[cH:14][cH:15][c:16]([NH2:20])[cH:17][c:18]1[CH2:19]2. Starting materials: C(C1=CC=CC=C1)N1CCN(CC1)C(C)=NC1=C(C=C(C(=C1)OC)OC)C#N (N-[1-(4-Benzylpiperazin-1-yl)ethylidene]-2-cyano-4,5-dimethoxyaniline), CCOCC (ether), [OH-].[Na+] (sodium hydroxide), C(Cl)Cl (methylene chloride). The reagents and catalysts are [Cl-].[Zn+2].[Cl-] (zinc chloride), [Cl-].[Zn+2].[Cl-] (zinc chloride). Solvent: CC(=O)N(C)C (dimethylacetamide). Run at time 5 minute. Yields the product O.Cl.Cl.NC1=CC(=NC2=CC(=C(C=C12)OC)OC)N1CCN(CC1)CC1=CC=CC=C1.O.O.NC1=CC(=NC2=CC(=C(C=C12)OC)OC)N1CCN(CC1)CC1=CC=CC=C1.Cl.Cl (4-amino-6,7-dimethoxy-2(4-benzylpiperazin-1-yl)quinoline dihydrochloride sesquihydrate). RXN SMILES: [CH2:1]([N:8]1[CH2:13][CH2:12][N:11]([C:14](=[N:16][C:17]2[CH:22]=[C:21]([O:23][CH3:24])[C:20]([O:25][CH3:26])=[CH:19][C:18]=2[C:27]#[N:28])[CH3:15])[CH2:10][CH2:9]1)[C:2]1[CH:7]=[CH:6][CH:5]=[CH:4][CH:3]=1.CC[O:31]CC.[OH-:34].[Na+].C(Cl)[Cl:37]>CC(N(C)C)=O.[Cl-].[Zn+2].[Cl-]>[OH2:23].[ClH:37].[ClH:37].[NH2:28][C:27]1[C:18]2[C:17](=[CH:22][C:21]([O:23][CH3:24])=[C:20]([O:25][CH3:26])[CH:19]=2)[N:16]=[C:14]([N:11]2[CH2:12][CH2:13][N:8]([CH2:1][C:2]3[CH:7]=[CH:6][CH:5]=[CH:4][CH:3]=3)[CH2:9][CH2:10]2)[CH:15]=1.[OH2:31].[OH2:34].[NH2:28][C:27]1[C:18]2[C:17](=[CH:22][C:21]([O:23][CH3:24])=[C:20]([O:25][CH3:26])[CH:19]=2)[N:16]=[C:14]([N:11]2[CH2:12][CH2:13][N:8]([CH2:1][C:2]3[CH:7]=[CH:6][CH:5]=[CH:4][CH:3]=3)[CH2:9][CH2:10]2)[CH:15]=1.[ClH:37].[ClH:37] |f:2.3,6.7.8,9.10.11.12.13.14.15.16.17|. Procedure details: N-[1-(4-Benzylpiperazin-1-yl)ethylidene]-2-cyano-4,5-dimethoxyaniline (13.5 g) and zinc chloride (4.86 g) in dimethylacetamide (90 ml) were stirred under reflux for 21/2 hours; further zinc chloride (0.5, 0.2 g) was added after 1/2 and 11/2 hours respectively. The mixture was cooled, treated with ether (700 ml, 2×100 ml) and the supernatant discarded each time. The residual tar was then treated with sodium hydroxide solution (2N, 100 ml) and methylene chloride (100 ml) and the mixture was stirre... The reactants are [Cl-].[Al+3].[Cl-].[Cl-] (aluminium chloride), CN1C(=CC=C1)C(=O)OC (methyl 1-methylpyrrole-2-carboxylate), ClC=1C=C(C(=O)Cl)C=CC1 (3-chloro-benzoyl chloride). Solvent: ClCCCl (1,2-dichloroethane), ClCCCl (1,2-dichloroethane). Reaction conditions: temperature 5 celsius, time 0.5 hour. Product: CN1C(=CC(=C1)C(C1=CC(=CC=C1)Cl)=O)C(=O)OC (methyl 1-methyl-4-(3-chlorobenzoyl)pyrrole-2-carboxylate). Yield: 94.5%. RXN SMILES: [Cl:1][C:2]1[CH:3]=[C:4]([CH:8]=[CH:9][CH:10]=1)[C:5](Cl)=[O:6].[Cl-].[Al+3].[Cl-].[Cl-].[CH3:15][N:16]1[CH:20]=[CH:19][CH:18]=[C:17]1[C:21]([O:23][CH3:24])=[O:22]>ClCCCl>[CH3:15][N:16]1[CH:20]=[C:19]([C:5](=[O:6])[C:4]2[CH:8]=[CH:9][CH:10]=[C:2]([Cl:1])[CH:3]=2)[CH:18]=[C:17]1[C:21]([O:23][CH3:24])=[O:22] |f:1.2.3.4|. Procedure: To 100 ml 1,2-dichloroethane are added 5 g 3-chloro-benzoyl chloride followed by 8.4 g aluminium chloride. The mixture is cooled to 5° C. and 4 g methyl 1-methylpyrrole-2-carboxylate dissolved in 15 ml 1,2-dichloroethane are added thereto. The resulting mixture is stirred 0.5 hour at said temperature and then 1 hour at room temperature, after which the solution is hydrolyzed over ice, the organic phase is decanted and the solvent is evaporated off. Recrystallization of the solid residue from met...